From a dataset of the Open Reaction Database (ORD), a public repository of structured organic reaction records. describe an organic reaction: reactants, conditions, products, and yield Reactants: ClC(=CCl)OC1=C(C=CC=C1)S(=O)(=O)Cl (2-(1,2-dichlorovinyloxy)phenylsulfonyl-chloride), O (water), N (ammonia). Run in C(Cl)Cl (methylenechloride), C(Cl)Cl (methylene chloride). Reaction conditions: time 6 hour. The product is ClC(=CCl)OC1=C(C=CC=C1)S(=O)(=O)N (2-(1,2-Dichlorovinyloxy)phenylsulfonamide). As a reaction SMILES: [Cl:1][C:2]([O:5][C:6]1[CH:11]=[CH:10][CH:9]=[CH:8][C:7]=1[S:12](Cl)(=[O:14])=[O:13])=[CH:3][Cl:4].O.[NH3:17]>C(Cl)Cl>[Cl:1][C:2]([O:5][C:6]1[CH:11]=[CH:10][CH:9]=[CH:8][C:7]=1[S:12]([NH2:17])(=[O:14])=[O:13])=[CH:3][Cl:4]. Reported procedure: A solution of 17.5 g of 2-(1,2-dichlorovinyloxy)phenylsulfonyl-chloride in 150 ml of methylenechloride is added slowly to a mixture of 30 ml of methylene chloride, 50 ml of water and 50 ml of 30% aqueous ammonia. The reaction mixture is stirred for 6 hours at a temperature of 20°-25° C. The organic phase is washed with water, dried over sodium sulfate and evaporated to a volume of 40 ml. The crystallised 2-(1,2-dichlorovinyloxy)phenylsulfonamide is separated and dried. Yield: 12.5 g, m.p. 147°-1... Procedure details: A mixture of 2-cyclopropyl-6-iodo-3-methylimidazo[1,2-a]pyridine (1482 mg), 4-(benzyloxy)pyridin-2(1H)-one (1000 mg), copper iodide (946 mg), N,N′-dimethylethylenediamine (0.534 ml), potassium carbonate (2061 mg) and DMSO (13 ml) was heated 110° C. for 1 h under microwave irradiation. The residue was quenched with 28% NH3 solution, and extracted with EtOAc/THF. The organic layer was separated, washed with water and brine, dried over MgSO4, passed through silica gel pad (EtOAc only) and concentra... Reagents/catalysts: [Cu](I)I (copper iodide). Reaction SMILES: [CH:1]1([C:4]2[N:5]=[C:6]3[CH:11]=[CH:10][C:9](I)=[CH:8][N:7]3[C:13]=2[CH3:14])[CH2:3][CH2:2]1.[CH2:15]([O:22][C:23]1[CH:28]=[CH:27][NH:26][C:25](=[O:29])[CH:24]=1)[C:16]1[CH:21]=[CH:20][CH:19]=[CH:18][CH:17]=1.CNCCNC.C(=O)([O-])[O-].[K+].[K+]>[Cu](I)I.CS(C)=O>[CH2:15]([O:22][C:23]1[CH:28]=[CH:27][N:26]([C:9]2[CH:10]=[CH:11][C:6]3[N:7]([C:13]([CH3:14])=[C:4]([CH:1]4[CH2:3][CH2:2]4)[N:5]=3)[CH:8]=2)[C:25](=[O:29])[CH:24]=1)[C:16]1[CH:17]=[CH:18][CH:19]=[CH:20][CH:21]=1 |f:3.4.5|. Run in CS(=O)C (DMSO). The reactants are C1(CC1)C=1N=C2N(C=C(C=C2)I)C1C (2-cyclopropyl-6-iodo-3-methylimidazo[1,2-a]pyridine), C(C1=CC=CC=C1)OC1=CC(NC=C1)=O (4-(benzyloxy)pyridin-2(1H)-one), CNCCNC (N,N′-dimethylethylenediamine), C([O-])([O-])=O.[K+].[K+] (potassium carbonate). Conditions: temperature 110 celsius. The product is C(C1=CC=CC=C1)OC1=CC(N(C=C1)C=1C=CC=2N(C1)C(=C(N2)C2CC2)C)=O (4-(Benzyloxy)-1-(2-cyclopropyl-3-methylimidazo[1,2-a]pyridin-6-yl)pyridin-2(1H)-one). Isolated yield 55.6%. Reported procedure: A solution of 4-amino-1-hydroxy-N,N-dioctadecyl-2-naphthamide (U.S. Pat. No. 4,135,929) (0.03 mol) in 450 ml of degassed pyridine was cooled to 5° to 10° C. and 8.8 g (0.03 mol) of 4-(2-cyanoethylsulfonyl)benzenesulfonyl chloride was added scoopwise at 0° to 5° C. The mixture was stirred for one hour at this temperature and was warmed to 20° to 25° C. and held for one hour. The reaction mixture was drowned in 2 liters of ice and water, filtered, reslurried in water and dried. The product was rec... Reaction conditions: time 1 hour. Yields the product C(#N)CCS(=O)(=O)C1=CC=C(C=C1)S(=O)(=O)NC1=CC(=C(C2=CC=CC=C12)O)C(=O)N(CCCCCCCCCCCCCCCCCC)CCCCCCCCCCCCCCCCCC (4-[4-(2-cyanoethylsulfonyl)benzenesulfonamido]-1-hydroxy-N,N-dioctadecyl-2-naphthamide). Reactants: NC1=CC(=C(C2=CC=CC=C12)O)C(=O)N(CCCCCCCCCCCCCCCCCC)CCCCCCCCCCCCCCCCCC (4-amino-1-hydroxy-N,N-dioctadecyl-2-naphthamide), C(#N)CCS(=O)(=O)C1=CC=C(C=C1)S(=O)(=O)Cl (4-(2-cyanoethylsulfonyl)benzenesulfonyl chloride). Yield: 62.0%. Run in ice, N1=CC=CC=C1 (pyridine). Reaction SMILES: [NH2:1][C:2]1[C:11]2[C:6](=[CH:7][CH:8]=[CH:9][CH:10]=2)[C:5]([OH:12])=[C:4]([C:13]([N:15]([CH2:34][CH2:35][CH2:36][CH2:37][CH2:38][CH2:39][CH2:40][CH2:41][CH2:42][CH2:43][CH2:44][CH2:45][CH2:46][CH2:47][CH2:48][CH2:49][CH2:50][CH3:51])[CH2:16][CH2:17][CH2:18][CH2:19][CH2:20][CH2:21][CH2:22][CH2:23][CH2:24][CH2:25][CH2:26][CH2:27][CH2:28][CH2:29][CH2:30][CH2:31][CH2:32][CH3:33])=[O:14])[CH:3]=1.[C:52]([CH2:54][CH2:55][S:56]([C:59]1[CH:64]=[CH:63][C:62]([S:65](Cl)(=[O:67])=[O:66])=[CH:61][CH:60]=1)(=[O:58])=[O:57])#[N:53]>N1C=CC=CC=1>[C:52]([CH2:54][CH2:55][S:56]([C:59]1[CH:64]=[CH:63][C:62]([S:65]([NH:1][C:2]2[C:11]3[C:6](=[CH:7][CH:8]=[CH:9][CH:10]=3)[C:5]([OH:12])=[C:4]([C:13]([N:15]([CH2:34][CH2:35][CH2:36][CH2:37][CH2:38][CH2:39][CH2:40][CH2:41][CH2:42][CH2:43][CH2:44][CH2:45][CH2:46][CH2:47][CH2:48][CH2:49][CH2:50][CH3:51])[CH2:16][CH2:17][CH2:18][CH2:19][CH2:20][CH2:21][CH2:22][CH2:23][CH2:24][CH2:25][CH2:26][CH2:27][CH2:28][CH2:29][CH2:30][CH2:31][CH2:32][CH3:33])=[O:14])[CH:3]=2)(=[O:66])=[O:67])=[CH:61][CH:60]=1)(=[O:58])=[O:57])#[N:53]. Starting materials: [O-]S(=O)(=O)OOS(=O)(=O)[O-].[K+].[K+] (potassium peroxodisulfate), S(O)(O)(=O)=O (sulfuric acid), CN(C=O)C (N,N-dimethylformamide), BrC1=NN(C(C1)C(=O)NC1=C(C=C(C=C1)Cl)C(NC(C)C1CC1)=O)C1=NC=CC=C1Cl (3-bromo-N-(4-chloro-2-(1-cyclopropylethylcarbamoyl)phenyl)-1-(3-chloropyridin-2-yl)-4,5-dihydro-1H-pyrazole-5-carboxamide). Run in C(C)(=O)OCC (ethyl acetate), O (water). Run at time 1.5 hour. Yields the product BrC1=NN(C(=C1)C(=O)NC1=C(C=C(C=C1)Cl)C(NC(C)C1CC1)=O)C1=NC=CC=C1Cl (3-bromo-N-(4-chloro-2-(1-cyclopropylethylcarbamoyl)phenyl)-1-(3-chloropyridin-2-yl)-1H-pyrazole-5-carboxamide). The yield is 90.3%. As a reaction SMILES: [O-]S(OOS([O-])(=O)=O)(=O)=O.[K+].[K+].S(=O)(=O)(O)O.CN(C)C=O.[Br:23][C:24]1[CH2:28][CH:27]([C:29]([NH:31][C:32]2[CH:37]=[CH:36][C:35]([Cl:38])=[CH:34][C:33]=2[C:39](=[O:46])[NH:40][CH:41]([CH:43]2[CH2:45][CH2:44]2)[CH3:42])=[O:30])[N:26]([C:47]2[C:52]([Cl:53])=[CH:51][CH:50]=[CH:49][N:48]=2)[N:25]=1>C(OCC)(=O)C.O>[Br:23][C:24]1[CH:28]=[C:27]([C:29]([NH:31][C:32]2[CH:37]=[CH:36][C:35]([Cl:38])=[CH:34][C:33]=2[C:39](=[O:46])[NH:40][CH:41]([CH:43]2[CH2:45][CH2:44]2)[CH3:42])=[O:30])[N:26]([C:47]2[C:52]([Cl:53])=[CH:51][CH:50]=[CH:49][N:48]=2)[N:25]=1 |f:0.1.2|. Reported procedure: 0.24 g of potassium peroxodisulfate and 0.02 g of sulfuric acid were added to 3 ml of an N,N-dimethylformamide solution containing 0.10 g of 3-bromo-N-(4-chloro-2-(1-cyclopropylethylcarbamoyl)phenyl)-1-(3-chloropyridin-2-yl)-4,5-dihydro-1H-pyrazole-5-carboxamide, followed by heating and refluxing. After 1.5 hours, the reaction liquid was left to cool and introduced into 10 ml of water, and then ethyl acetate was added, followed by extraction. The organic layer (the ethyl acetate layer) was washe... Reactants: FC(C1=C(C(=CC=C1)C(F)(F)F)CC#N)(F)F ((2,6-bis-trifluoromethyl-phenyl)-acetonitrile), C(CN)N (ethylene diamine), M-imidazoline. Yields the product FC(C1=C(CC=2NCCN2)C(=CC=C1)C(F)(F)F)(F)F (2-(2,6-Bis-trifluoromethyl-benzyl)-4,5-dihydro-1H-imidazole). As a reaction SMILES: [F:1][C:2]([F:17])([F:16])[C:3]1[CH:8]=[CH:7][CH:6]=[C:5]([C:9]([F:12])([F:11])[F:10])[C:4]=1[CH2:13][C:14]#[N:15].[CH2:18](N)[CH2:19][NH2:20]>>[F:1][C:2]([F:16])([F:17])[C:3]1[CH:8]=[CH:7][CH:6]=[C:5]([C:9]([F:10])([F:11])[F:12])[C:4]=1[CH2:13][C:14]1[NH:20][CH2:19][CH2:18][N:15]=1. Reported procedure: 2-(2,6-Bis-trifluoromethyl-benzyl)-4,5-dihydro-1H-imidazole was prepared from (2,6-bis-trifluoromethyl-phenyl)-acetonitrile and ethylene diamine in analogy to Example 19 b): colourless crystals; MS (EI): 296.2 (M+.), 275.1 ((M-F)+.), 267.1 ((M-C2H5)+.), 227.1 (((M-imidazoline)+.), 100%). The reactants are O(C1=CC=CC=C1)C1=CC=C(C=C1)[Mg]Br (p-phenoxyphenylmagnesium bromide), [NH4+].[Cl-] (NH4Cl), C(C)OC(CC(=O)C)=O (acetoacetic acid ethyl ester), alcoholate. The solvent is CCOCC (ether). Yields the product C(C)OC(CC(C)(O)C1=CC=C(C=C1)OC1=CC=CC=C1)=O (3-p-phenoxyphenyl-3-hydroxybutyric acid ethyl ester). RXN SMILES: [O:1]([C:8]1[CH:13]=[CH:12][C:11]([Mg]Br)=[CH:10][CH:9]=1)[C:2]1[CH:7]=[CH:6][CH:5]=[CH:4][CH:3]=1.[CH2:16]([O:18][C:19](=[O:24])[CH2:20][C:21]([CH3:23])=[O:22])[CH3:17].[NH4+].[Cl-]>CCOCC>[CH2:16]([O:18][C:19](=[O:24])[CH2:20][C:21]([C:11]1[CH:12]=[CH:13][C:8]([O:1][C:2]2[CH:7]=[CH:6][CH:5]=[CH:4][CH:3]=2)=[CH:9][CH:10]=1)([OH:22])[CH3:23])[CH3:17] |f:2.3|. Procedure details: A solution of p-phenoxyphenylmagnesium bromide (obtained from 2.49 g. of 4-bromodiphenyl ether and 0.24 g. of magnesium in 100 ml. of ether) is added dropwise at 20°, with stirring, to a solution of 1.3 g. of acetoacetic acid ethyl ester in 40 ml. of ether, and the mixture is stirred for a further two hours, the resulting alcoholate is decomposed by means of ice and saturated NH4Cl solution, and the ethereal phase is dried and evaporated to give 3-p-phenoxyphenyl-3-hydroxybutyric acid ethyl este... Starting materials: CN(C)C1(Cc2ccccc2)CCC(O)CC1, CC(C)(C)[O-], CN(C)C=O, Fc1cccc(CCl)c1, [K+]. The product is CN(C)C1(Cc2ccccc2)CCC(OCc2cccc(F)c2)CC1. RXN SMILES: [CH2:1]([c:2]1[cH:3][cH:4][cH:5][cH:6][cH:7]1)[C:8]1([N:15]([CH3:16])[CH3:17])[CH2:9][CH2:10][CH:11]([OH:14])[CH2:12][CH2:13]1.[CH3:18][C:19]([CH3:20])([O-:21])[CH3:22].[CH3:33][N:34]([CH3:35])[CH:36]=[O:37].[F:24][c:25]1[cH:26][c:27]([CH2:28][Cl:29])[cH:30][cH:31][cH:32]1.[K+:23]>>[CH2:1]([c:2]1[cH:3][cH:4][cH:5][cH:6][cH:7]1)[C:8]1([N:15]([CH3:16])[CH3:17])[CH2:9][CH2:10][CH:11]([O:14][CH2:28][c:27]2[cH:26][c:25]([F:24])[cH:32][cH:31][cH:30]2)[CH2:12][CH2:13]1.